From a dataset of the Open Reaction Database (ORD), a public repository of structured organic reaction records. describe an organic reaction: reactants, conditions, products, and yield The reactants are CC#N, CO, Nc1cc(N2CCC(C(=O)O)C2)nc2c(-c3cnc4ccccc4c3)cnn12, O=C1CCC(=O)N1Br. Product: Nc1c(Br)c(N2CCC(C(=O)O)C2)nc2c(-c3cnc4ccccc4c3)cnn12. Reaction SMILES: [CH3:37][C:38]#[N:39].[CH3:40][OH:41].[NH2:1][c:2]1[cH:3][c:4]([N:21]2[CH2:22][CH:23]([C:26](=[O:27])[OH:28])[CH2:24][CH2:25]2)[n:5][c:6]2[n:7]1[n:8][cH:9][c:10]2-[c:11]1[cH:12][n:13][c:14]2[cH:15][cH:16][cH:17][cH:18][c:19]2[cH:20]1.[O:29]=[C:30]1[N:31]([Br:36])[C:32](=[O:33])[CH2:34][CH2:35]1>>[NH2:1][c:2]1[c:3]([Br:36])[c:4]([N:21]2[CH2:22][CH:23]([C:26](=[O:27])[OH:28])[CH2:24][CH2:25]2)[n:5][c:6]2[n:7]1[n:8][cH:9][c:10]2-[c:11]1[cH:12][n:13][c:14]2[cH:15][cH:16][cH:17][cH:18][c:19]2[cH:20]1. The reactants are Cl.C1(CC1)CN1[C@H](CCC1)CNC=1C(N(C(=CN1)C)CC(=O)O)=O (2-[3-({[(2R)-1-(cyclopropylmethyl)pyrrolidinyl]methyl}amino)-6-methyl-2-oxo-1(2H)-pyrazinyl]acetic acid hydrochloride), CC1=CNC2=CC=C(C=C12)CN ((3-methyl-1H-indol-5-yl)methylamine). The product is N (ammonia), C1(CC1)CN1[C@H](CCC1)CNC=1C(N(C(=CN1)C)CC(=O)NCC=1C=C2C(=CNC2=CC1)C)=O (2-[3-({[(2R)-1-(Cyclopropylmethyl)pyrrolidinyl]methyl}amino)-6-methyl-2-oxo-1(2H)-pyrazinyl]-N-[(3-methyl-1H-indol-5-yl)methyl]acetamide). As a reaction SMILES: Cl.[CH:2]1([CH2:5][N:6]2[CH2:10][CH2:9][CH2:8][C@@H:7]2[CH2:11][NH:12][C:13]2[C:14](=[O:24])[N:15]([CH2:20][C:21]([OH:23])=O)[C:16]([CH3:19])=[CH:17][N:18]=2)[CH2:4][CH2:3]1.[CH3:25][C:26]1[C:34]2[C:29](=[CH:30][CH:31]=[C:32]([CH2:35][NH2:36])[CH:33]=2)[NH:28][CH:27]=1>>[NH3:6].[CH:2]1([CH2:5][N:6]2[CH2:10][CH2:9][CH2:8][C@@H:7]2[CH2:11][NH:12][C:13]2[C:14](=[O:24])[N:15]([CH2:20][C:21]([NH:36][CH2:35][C:32]3[CH:33]=[C:34]4[C:29](=[CH:30][CH:31]=3)[NH:28][CH:27]=[C:26]4[CH3:25])=[O:23])[C:16]([CH3:19])=[CH:17][N:18]=2)[CH2:3][CH2:4]1 |f:0.1|. Reported procedure: The title compound was prepared by a similar method to preparation 45 from 2-[3-({[(2R)-1-(cyclopropylmethyl)pyrrolidinyl]methyl}amino)-6-methyl-2-oxo-1(2H)-pyrazinyl]acetic acid hydrochloride [see preparation 48] and (3-methyl-1H-indol-5-yl)methylamine (72 mg, 0.45 mmol) [see preparation 36]. The crude product was purified by column chromatography on silica gel using dichloromethane:methanol:0.88 ammonia (96:3.5:0.5) as the eluant to afford the title compound as a yellow solid, 245 mg, (55%). Starting materials: BrC=1C(=CC2=C(C=3N(CCO2)C(=C(N3)C(=O)N)C(=O)NC)C1)F (10-bromo-9-fluoro-N3-methyl-5,6-dihydroimidazo[1,2-d][1,4]benzoxazepine-2,3-dicarboxamide), N1=C(C=CC=C1)[C@](C)(C#C)O ((2S)-2-(2-pyridyl)but-3-yn-2-ol). Product: FC1=CC2=C(C=3N(CCO2)C(=C(N3)C(=O)N)C(=O)NC)C=C1C#C[C@@](C)(C1=NC=CC=C1)O (9-fluoro-10-[(3S)-3-hydroxy-3-(2-pyridyl)but-1-ynyl]-N3-methyl-5,6-dihydroimidazo[1,2-d][1,4]benzoxazepine-2,3-dicarboxamide). Isolated yield 9.0%. As a reaction SMILES: Br[C:2]1[C:3]([F:23])=[CH:4][C:5]2[O:11][CH2:10][CH2:9][N:8]3[C:12]([C:18]([NH:20][CH3:21])=[O:19])=[C:13]([C:15]([NH2:17])=[O:16])[N:14]=[C:7]3[C:6]=2[CH:22]=1.[N:24]1[CH:29]=[CH:28][CH:27]=[CH:26][C:25]=1[C@@:30]([OH:34])([C:32]#[CH:33])[CH3:31]>>[F:23][C:3]1[C:2]([C:33]#[C:32][C@:30]([OH:34])([C:25]2[CH:26]=[CH:27][CH:28]=[CH:29][N:24]=2)[CH3:31])=[CH:22][C:6]2[C:7]3[N:8]([C:12]([C:18]([NH:20][CH3:21])=[O:19])=[C:13]([C:15]([NH2:17])=[O:16])[N:14]=3)[CH2:9][CH2:10][O:11][C:5]=2[CH:4]=1. Procedure details: 10-bromo-9-fluoro-N3-methyl-5,6-dihydroimidazo[1,2-d][1,4]benzoxazepine-2,3-dicarboxamide was reacted (2S)-2-(2-pyridyl)but-3-yn-2-ol via General Procedure E to afford 7.7 mg (9%) of 9-fluoro-10-[(3S)-3-hydroxy-3-(2-pyridyl)but-1-ynyl]-N3-methyl-5,6-dihydroimidazo[1,2-d][1,4]benzoxazepine-2,3-dicarboxamide. M+1=450. The reactants are OCCN1C(NC(C1=O)(C)C)=O (3-hydroxyethyl-5,5-dimethyl-hydantoin), OS(=O)(=O)O (H2SO4), C(C)(=O)OC=C (vinyl acetate), Cu. Reagents/catalysts: C(C)(=O)[O-].[Hg+] (mercury acetate). The product is C(=C)OCCN1C(NC(C1=O)(C)C)=O (3-vinyloxyethyl-5,5-dimethyl-hydantoin). Isolated yield 57.5%. RXN SMILES: OS(O)(=O)=O.[C:6]([O:9][CH:10]=[CH2:11])(=O)[CH3:7].OCC[N:15]1[C:19](=[O:20])[C:18]([CH3:22])([CH3:21])[NH:17][C:16]1=[O:23]>C([O-])(=O)C.[Hg+]>[CH:10]([O:9][CH2:6][CH2:7][N:15]1[C:19](=[O:20])[C:18]([CH3:22])([CH3:21])[NH:17][C:16]1=[O:23])=[CH2:11] |f:3.4|. Reported procedure: The same compound may also be obtained as follows: 0.3 g of H2SO4 is added dropwise, with vigorous stirring, to 400 ml of freshly distilled vinyl acetate, 0.002 g of Cu resinate and 0.96 g of mercury acetate, at -25° C., in a 1 litre round-bottomed flask. 41.4 g of 3-hydroxyethyl-5,5-dimethyl-hydantoin are then added, with brief stirring, under conditions such that the temperature in the flask does not rise above -20°. The resulting dispersion is kept at a temperature between -20° C. and -30° C.... Starting materials: N (ammonia), C(C)C1(NC(CC(C1C)=O)(C)CC)C (2,6-diethyl-2,3,6-trimethylpiperidin-4-one), [H][H] (hydrogen). Reagents/catalysts: [Ni] (Raney nickel). Run in CO (methanol). Run at time 24 hour. Product: C(C)C1(NC(CC(C1C)N)(C)CC)C (2,6-diethyl-2,3,6-trimethyl-4-aminopiperidine). RXN SMILES: [CH2:1]([C:3]1([CH3:14])[CH:8]([CH3:9])[C:7](=O)[CH2:6][C:5]([CH2:12][CH3:13])([CH3:11])[NH:4]1)[CH3:2].[NH3:15].[H][H]>CO.[Ni]>[CH2:1]([C:3]1([CH3:14])[CH:8]([CH3:9])[CH:7]([NH2:15])[CH2:6][C:5]([CH2:12][CH3:13])([CH3:11])[NH:4]1)[CH3:2]. Procedure details: 197.3 g of 2,6-diethyl-2,3,6-trimethylpiperidin-4-one are dissolved in 1.5 liters of methanol which is saturated with ammonia. This solution is hydrogenated in a 3 liter-autoclave at a hydrogen pressure of 100 bar in the presence of 30 g of Raney nickel. After 24 hours, the solution is filtered and the solvent evaporated. The residue is distilled in vacuo yielding 162 g 2,6-diethyl-2,3,6-trimethyl-4-aminopiperidine (compound no. 1) distilling at 133°-35° C. at 23 mm Hg. Using a methanolic soluti... Starting materials: [Cl-].[Na+] (sodium chloride), C(C)I (ethyl iodide), C([O-])(O)=O.[Na+] (sodium bicarbonate), C(C)NC(=O)[C@H]1NC[C@H](C1)SCC1=CC=C(C=C1)OC ((2S, 4S)-2-ethylcarbamoyl-4-(4-methoxybenzylthio)pyrrolidine). The solvent is CN(C=O)C (dimethylformamide). Conditions: time 5 hour. Yields the product C(C)NC(=O)[C@H]1N(C[C@H](C1)SCC1=CC=C(C=C1)OC)CC ((2S, 4S)-2-Ethylcarbamoyl-1-ethyl-4-(4-methoxybenzylthio)pyrrolidine). Reaction SMILES: [CH2:1](I)[CH3:2].C(=O)(O)[O-].[Na+].[CH2:9]([NH:11][C:12]([C@@H:14]1[CH2:18][C@H:17]([S:19][CH2:20][C:21]2[CH:26]=[CH:25][C:24]([O:27][CH3:28])=[CH:23][CH:22]=2)[CH2:16][NH:15]1)=[O:13])[CH3:10].[Cl-].[Na+]>CN(C)C=O>[CH2:9]([NH:11][C:12]([C@@H:14]1[CH2:18][C@H:17]([S:19][CH2:20][C:21]2[CH:22]=[CH:23][C:24]([O:27][CH3:28])=[CH:25][CH:26]=2)[CH2:16][N:15]1[CH2:1][CH3:2])=[O:13])[CH3:10] |f:1.2,4.5|. Reported procedure: 301 μl of ethyl iodide and 314 mg of sodium bicarbonate were added, whilst ice-cooling, to a solution of 1.00 g of (2S, 4S)-2-ethylcarbamoyl-4-(4-methoxybenzylthio)pyrrolidine dissolved in 8 ml of dry dimethylformamide, and the mixture was stirred at room temperature for 5 hours. At the end of this time, the reaction mixture was poured into an aqueous solution of sodium chloride and extracted with ethyl acetate. The extract was washed with an aqueous solution of sodium chloride and dried over an... Reactants: IC (iodomethane), O[C@@H]1CC[C@H](CC1)C1=CC(=C(C(=O)OC)C=C1)C (Methyl 4-(trans-4-hydroxycyclohexyl)-2-methylbenzoate), C(C)(C)(C)C1=NC(=CC=C1)C(C)(C)C (2,6-di-tert-butylpyridine). The reagents and catalysts are FC(S(=O)(=O)[O-])(F)F.[Ag+] (silver trifluoromethanesulfonate). The solvent is C(Cl)Cl (DCM). Reaction conditions: temperature 0 celsius, time 30 minute. The product is CO[C@@H]1CC[C@H](CC1)C1=CC(=C(C(=O)OC)C=C1)C (Methyl 4-(trans-4-methoxycyclohexyl)-2-methylbenzoate). RXN SMILES: [OH:1][C@H:2]1[CH2:7][CH2:6][C@H:5]([C:8]2[CH:17]=[CH:16][C:11]([C:12]([O:14][CH3:15])=[O:13])=[C:10]([CH3:18])[CH:9]=2)[CH2:4][CH2:3]1.[C:19](C1C=CC=C(C(C)(C)C)N=1)(C)(C)C.IC>C(Cl)Cl.FC(F)(F)S([O-])(=O)=O.[Ag+]>[CH3:19][O:1][C@H:2]1[CH2:3][CH2:4][C@H:5]([C:8]2[CH:17]=[CH:16][C:11]([C:12]([O:14][CH3:15])=[O:13])=[C:10]([CH3:18])[CH:9]=2)[CH2:6][CH2:7]1 |f:4.5|. Procedure details: To a solution of the title compound from Example 13 Step E (234 mg, 0.942 mmol) in DCM (4.7 mL) were added 2,6-di-tert-butylpyridine (0.318 mL, 1.41 mmol) and silver trifluoromethanesulfonate (266 mg, 1.04 mmol). The resulting solution was cooled to 0° C., and iodomethane (0.071 mL, 1.13 mmol) was added. After 30 min, the reaction mixture was allowed to warm to ambient temperature and was held at this temperature for 3 h, whereupon it was filtered through Celite, rinsing with DCM. The reaction m... Reactants: O=C=O, C1CCOC1, [Li]CCCC, COC(=O)Cc1ccc2c(c1)C(C)(C)CCC2(C)C, CC(C)NC(C)C, Cl. Reaction SMILES: [C:32](=[O:33])=[O:34].[CH2:36]1[O:37][CH2:38][CH2:39][CH2:40]1.[CH2:8]([Li:9])[CH2:10][CH2:11][CH3:12].[CH3:13][C:14]1([CH3:31])[c:15]2[cH:16][cH:17][c:18]([CH2:26][C:27](=[O:28])[O:29][CH3:30])[cH:19][c:20]2[C:21]([CH3:24])([CH3:25])[CH2:22][CH2:23]1.[CH:1]([NH:2][CH:3]([CH3:4])[CH3:5])([CH3:6])[CH3:7].[ClH:35]>>[CH3:13][C:14]1([CH3:31])[c:15]2[cH:16][cH:17][c:18]([CH:26]([C:27](=[O:28])[O:29][CH3:30])[C:32](=[O:33])[OH:34])[cH:19][c:20]2[C:21]([CH3:24])([CH3:25])[CH2:22][CH2:23]1. Yields the product COC(=O)C(C(=O)O)c1ccc2c(c1)C(C)(C)CCC2(C)C. The reactants are O=C([O-])O, CO, CC(=O)C1CCC2C3CCC4CC(OC(=O)CCl)CCC4(C)C3C(OC(=O)CCl)CC12C, [Na+]. Yields the product CC(=O)C1CCC2C3CCC4CC(O)CCC4(C)C3C(OC(=O)CCl)CC12C. As a reaction SMILES: [C:1](=[O:2])([OH:3])[O-:4].[CH3:38][OH:39].[Cl:6][CH2:7][C:8](=[O:9])[O:10][CH:11]1[CH2:12][CH:13]2[CH2:14][CH2:15][CH:16]3[CH:17]4[CH2:18][CH2:19][CH:20]([C:21]([CH3:22])=[O:23])[C:24]4([CH3:37])[CH2:25][CH:26]([O:32][C:33]([CH2:34][Cl:35])=[O:36])[CH:27]3[C:28]2([CH3:31])[CH2:29][CH2:30]1.[Na+:5]>>[OH:10][CH:11]1[CH2:12][CH:13]2[CH2:14][CH2:15][CH:16]3[CH:17]4[CH2:18][CH2:19][CH:20]([C:21]([CH3:22])=[O:23])[C:24]4([CH3:37])[CH2:25][CH:26]([O:32][C:33]([CH2:34][Cl:35])=[O:36])[CH:27]3[C:28]2([CH3:31])[CH2:29][CH2:30]1.